Dataset: the Open Reaction Database (ORD), a public repository of structured organic reaction records. Task: describe an organic reaction: reactants, conditions, products, and yield Starting materials: C([O-])(O)=O.[Na+] (sodium bicarbonate), C1CC2=NCCCN2C1 (DBN), C(C)OC(CN(C)S(=O)(=O)C=1SC=CC1C1OCCO1)=O (N-[[3-(1,3-dioxolan-2-yl)-2-thienyl]sulfonyl]-N-methyl-glycine Ethyl Ester), C1(=CC=C(C=C1)S(=O)(=O)O)C (4-toluenesulfonic acid). The solvent is CC(=O)C (acetone), O (Water), CC(=O)C (acetone), C(C)(=O)OCC (ethyl acetate). Run at time 8 hour. Yields the product CN1SC2=C(C=C1C(=O)OCC)C=CS2 (Ethyl 2-methyl-2H-thieno[3,2-e]-1,2-thiazine-3-carboxylate). Yield: 79.6%. RXN SMILES: [CH2:1]([O:3][C:4](=[O:21])[CH2:5][N:6]([S:8]([C:11]1[S:12][CH:13]=[CH:14][C:15]=1[CH:16]1OCCO1)(=O)=O)[CH3:7])[CH3:2].C1(C)C=CC(S(O)(=O)=O)=CC=1.C(=O)(O)[O-].[Na+].C1CN2C(=NCCC2)C1>CC(C)=O.C(OCC)(=O)C.O>[CH3:7][N:6]1[C:5]([C:4]([O:3][CH2:1][CH3:2])=[O:21])=[CH:16][C:15]2[CH:14]=[CH:13][S:12][C:11]=2[S:8]1 |f:2.3|. Reported procedure: A mixture of the product from Step A (8.80 g, 26.3 mmol) and 4-toluenesulfonic acid (1.0 g) in acetone (250 mL) was stirred overnight at ambient temperature. Water (0.5 mL) was added and this mixture was stirred for 4 h followed by addition of a saturated aqueous solution of sodium bicarbonate (50 mL) and evaporation of the acetone. The aqueous mixture was extracted with ethyl acetate (2×200 mL) and the combined extracts were dried (MgSO4) and evaporated to give crude aldehyde which was dissolve... Starting materials: CCCc1nc2cnc3ccccc3c2n1OCC(N)=O, C1CCOC1, ClCCl, O=C(OO)c1cccc(Cl)c1. Yields the product CCCc1nc2c[n+]([O-])c3ccccc3c2n1OCC(N)=O. As a reaction SMILES: [CH2:1]([CH2:2][CH3:3])[c:4]1[n:5]([O:17][CH2:18][C:19](=[O:20])[NH2:21])[c:6]2[c:7]([cH:8][n:9][c:10]3[cH:11][cH:12][cH:13][cH:14][c:15]23)[n:16]1.[CH2:33]1[O:34][CH2:35][CH2:36][CH2:37]1.[Cl:38][CH2:39][Cl:40].[OH:22][O:23][C:24]([c:25]1[cH:26][c:27]([Cl:28])[cH:29][cH:30][cH:31]1)=[O:32]>>[CH2:1]([CH2:2][CH3:3])[c:4]1[n:5]([O:17][CH2:18][C:19](=[O:20])[NH2:21])[c:6]2[c:7]([cH:8][n+:9]([O-:22])[c:10]3[cH:11][cH:12][cH:13][cH:14][c:15]23)[n:16]1. RXN SMILES: O[C:2]1[C:3](C)=[C:4]([CH:8]=[CH:9][CH:10]=1)[C:5]([OH:7])=O.C(OC1C(C)=C(C=CC=1)C(O)=O)(=O)C.[Cl:26][C:27]1[C:28]([CH3:34])=[C:29](O)[CH:30]=[CH:31][CH:32]=1.C(Cl)C1C=CC=CC=1>>[CH2:5]([O:7][C:29]1[CH:30]=[CH:31][CH:32]=[C:27]([Cl:26])[C:28]=1[CH3:34])[C:4]1[CH:3]=[CH:2][CH:10]=[CH:9][CH:8]=1. Reported procedure: The invention relates to a process for the preparation of 3-hydroxy-2-methylbenzoic acid and 3-acetoxy-2-methylbenzoic acid, which comprises reacting 3-chloro-2-methylphenol (3) with benzyl chloride to give 2-benzyloxy-6-chlorotoluene (4) subjecting this to a Grignard reaction with magnesium to give (3-benzyloxy-2-methylphenyl)magnesium chloride (5) reacting this with CO2 to give 3-benzyloxy-2-methylbenzoic acid (6) hydrogenating this or its alkali metal salts in the presence of a hydrogenation ... Product: C(C1=CC=CC=C1)OC1=C(C(=CC=C1)Cl)C (2-benzyloxy-6-chlorotoluene). Starting materials: C(C1=CC=CC=C1)Cl (benzyl chloride), OC=1C(=C(C(=O)O)C=CC1)C (3-hydroxy-2-methylbenzoic acid), C(C)(=O)OC=1C(=C(C(=O)O)C=CC1)C (3-acetoxy-2-methylbenzoic acid), ClC=1C(=C(C=CC1)O)C (3-chloro-2-methylphenol). The reactants are CC#N, O=C=Nc1cccc(Cl)c1, O=[N+]([O-])N=C1NCCN1. Product: O=C(Nc1cccc(Cl)c1)N1CCNC1=N[N+](=O)[O-]. Reaction SMILES: [CH3:20][C:21]#[N:22].[Cl:10][c:11]1[cH:12][c:13]([N:17]=[C:18]=[O:19])[cH:14][cH:15][cH:16]1.[N+:1](=[O:2])([O-:3])[N:4]=[C:5]1[NH:6][CH2:7][CH2:8][NH:9]1>>[N+:1](=[O:2])([O-:3])[N:4]=[C:5]1[N:6]([C:18]([NH:17][c:13]2[cH:12][c:11]([Cl:10])[cH:16][cH:15][cH:14]2)=[O:19])[CH2:7][CH2:8][NH:9]1. Starting materials: C(C)OC(=O)C1(CC2=CC=CC=C2C1)NC(C1=C(C(=CC=C1)C)\C=C/CCC)=O (2-[3-Methyl-2-((Z)-pent-1-enyl)-benzoylamino]-indan-2-carboxylic acid ethyl ester), [OH-].[K+] (KOH), O (water). The solvent is CCO (EtOH). Run at time 5 hour. The product is CC=1C(=C(C(=O)NC2(CC3=CC=CC=C3C2)C(=O)O)C=CC1)\C=C/CCC (2-[3-Methyl-2-((Z)-pent-1-enyl)-benzoylamino]-indan-2-carboxylic acid). Isolated yield 64.2%. As a reaction SMILES: C([O:3][C:4]([C:6]1([NH:15][C:16](=[O:29])[C:17]2[CH:22]=[CH:21][CH:20]=[C:19]([CH3:23])[C:18]=2/[CH:24]=[CH:25]\[CH2:26][CH2:27][CH3:28])[CH2:14][C:13]2[C:8](=[CH:9][CH:10]=[CH:11][CH:12]=2)[CH2:7]1)=[O:5])C.[OH-].[K+].O>CCO>[CH3:23][C:19]1[C:18](/[CH:24]=[CH:25]\[CH2:26][CH2:27][CH3:28])=[C:17]([CH:22]=[CH:21][CH:20]=1)[C:16]([NH:15][C:6]1([C:4]([OH:5])=[O:3])[CH2:14][C:13]2[C:8](=[CH:9][CH:10]=[CH:11][CH:12]=2)[CH2:7]1)=[O:29] |f:1.2|. Procedure: The mixture of 2-[3-methyl-2-((Z)-pent-1-enyl)-benzoylamino]-indan-2-carboxylic acid ethyl ester (124) (69 mg, 0.18 mmol) and KOH (500 mg, 8.9 mmol) is dissolved in EtOH (8 mL) and water (0.5 mL) under a water bath. The water bath is removed when KOH is completely dissolved and the resulting reaction solution is stirred at RT for 5 h. After concentration in vacuo, the residue is dissolved in water (20 mL) and acidified with conc. HCl until pH˜4. The precipitate is filtered to give a pure product...